Dataset: the Open Reaction Database (ORD), a public repository of structured organic reaction records. Task: describe an organic reaction: reactants, conditions, products, and yield The reactants are O=C(NC(Cc1ccccc1)C1CO1)OCc1ccccc1, CCOC(C)=O, Fc1ccc(CC2CCNCC2)cc1, CN(C)C=O. Yields the product O=C(NC(Cc1ccccc1)C(O)CN1CCC(Cc2ccc(F)cc2)CC1)OCc1ccccc1. As a reaction SMILES: [CH2:15]([c:16]1[cH:17][cH:18][cH:19][cH:20][cH:21]1)[O:22][C:23](=[O:24])[NH:25][CH:26]([CH2:27][c:28]1[cH:29][cH:30][cH:31][cH:32][cH:33]1)[CH:34]1[CH2:35][O:36]1.[CH3:37][CH2:38][O:39][C:40]([CH3:41])=[O:42].[F:1][c:2]1[cH:3][cH:4][c:5]([CH2:8][CH:9]2[CH2:10][CH2:11][NH:12][CH2:13][CH2:14]2)[cH:6][cH:7]1.[O:43]=[CH:44][N:45]([CH3:46])[CH3:47]>>[F:1][c:2]1[cH:3][cH:4][c:5]([CH2:8][CH:9]2[CH2:10][CH2:11][N:12]([CH2:35][CH:34]([CH:26]([NH:25][C:23]([O:22][CH2:15][c:16]3[cH:17][cH:18][cH:19][cH:20][cH:21]3)=[O:24])[CH2:27][c:28]3[cH:29][cH:30][cH:31][cH:32][cH:33]3)[OH:36])[CH2:13][CH2:14]2)[cH:6][cH:7]1. The reactants are FC(C1=CC(=NC=2N1N=CC2C(=O)O)C2=CC=C(C=C2)C(F)(F)F)(F)F (7-trifluoromethyl-5-(4-trifluoromethyl-phenyl)-pyrazolo[1,5-a]pyrimidine-3-carboxylic acid), ClC=1SC(=CC1N)S(=O)(=O)N1CCN(CC1)C (2-chloro-5-(4-methyl-piperazine-1-sulfonyl)-thiophen-3-ylamine). Product: ClC=1SC(=CC1NC(=O)C=1C=NN2C1N=C(C=C2C(F)(F)F)C2=CC=C(C=C2)C(F)(F)F)S(=O)(=O)N2CCN(CC2)C (7-Trifluoromethyl-5-(4-trifluoromethyl-phenyl)-pyrazolo[1,5-a]pyrimidine-3-carboxylic acid [2-chloro-5-(4-methyl-piperazine-1-sulfonyl)-thiophen-3-yl]-amide). Reaction SMILES: [F:1][C:2]([F:26])([F:25])[C:3]1[N:8]2[N:9]=[CH:10][C:11]([C:12](O)=[O:13])=[C:7]2[N:6]=[C:5]([C:15]2[CH:20]=[CH:19][C:18]([C:21]([F:24])([F:23])[F:22])=[CH:17][CH:16]=2)[CH:4]=1.[Cl:27][C:28]1[S:29][C:30]([S:34]([N:37]2[CH2:42][CH2:41][N:40]([CH3:43])[CH2:39][CH2:38]2)(=[O:36])=[O:35])=[CH:31][C:32]=1[NH2:33]>>[Cl:27][C:28]1[S:29][C:30]([S:34]([N:37]2[CH2:42][CH2:41][N:40]([CH3:43])[CH2:39][CH2:38]2)(=[O:35])=[O:36])=[CH:31][C:32]=1[NH:33][C:12]([C:11]1[CH:10]=[N:9][N:8]2[C:3]([C:2]([F:26])([F:25])[F:1])=[CH:4][C:5]([C:15]3[CH:20]=[CH:19][C:18]([C:21]([F:23])([F:22])[F:24])=[CH:17][CH:16]=3)=[N:6][C:7]=12)=[O:13]. Reported procedure: The title compound was prepared from 7-trifluoromethyl-5-(4-trifluoromethyl-phenyl)-pyrazolo[1,5-a]pyrimidine-3-carboxylic acid (example C.1) and 2-chloro-5-(4-methyl-piperazine-1-sulfonyl)-thiophen-3-ylamine (example B.22) according to general procedure II. The reactants are COC1=CC=C2CCCC(C2=C1)C(=O)O (7-methoxy-1,2,3,4-tetrahydronaphthalene-1-carboxylic acid), C(C)C1=CC=C(C=N1)CNC1=CC=C(C=C1)C(C)C ([(6-ethylpyridin-3-yl)methyl](4-isopropylphenyl)amine). Product: C(C)C1=CC=C(C=N1)CN(C(=O)C1CCCC2=CC=C(C=C12)OC)C1=CC=C(C=C1)C(C)C (N-[(6-ethylpyridin-3-yl)methyl]-N-(4-isopropylphenyl)-7-methoxy-1,2,3,4-tetrahydronaphthalene-1-carboxamide). Isolated yield 55.9%. RXN SMILES: [CH3:1][O:2][C:3]1[CH:12]=[C:11]2[C:6]([CH2:7][CH2:8][CH2:9][CH:10]2[C:13]([OH:15])=O)=[CH:5][CH:4]=1.[CH2:16]([C:18]1[N:23]=[CH:22][C:21]([CH2:24][NH:25][C:26]2[CH:31]=[CH:30][C:29]([CH:32]([CH3:34])[CH3:33])=[CH:28][CH:27]=2)=[CH:20][CH:19]=1)[CH3:17]>>[CH2:16]([C:18]1[N:23]=[CH:22][C:21]([CH2:24][N:25]([C:26]2[CH:27]=[CH:28][C:29]([CH:32]([CH3:33])[CH3:34])=[CH:30][CH:31]=2)[C:13]([CH:10]2[C:11]3[C:6](=[CH:5][CH:4]=[C:3]([O:2][CH3:1])[CH:12]=3)[CH2:7][CH2:8][CH2:9]2)=[O:15])=[CH:20][CH:19]=1)[CH3:17]. Reported procedure: By the reaction and treatment in the same manner as in Example 12 using 7-methoxy-1,2,3,4-tetrahydronaphthalene-1-carboxylic acid (0.58 g) and [(6-ethylpyridin-3-yl)methyl](4-isopropylphenyl)amine (0.71 g) as starting materials, N-[(6-ethylpyridin-3-yl)methyl]-N-(4-isopropylphenyl)-7-methoxy-1,2,3,4-tetrahydronaphthalene-1-carboxamide (0.69 g) was obtained. The reactants are aqueous solution, [OH-].[Na+] (NaOH), BrC=1C=C(C=CC1OCC(CC)C)C1=CC=C(C=C1)S(=O)(=O)C1=CC=C(C=C1)C (3'-bromo-4'-(2-methylbutyloxy)-4-p-toluenesulfonylbiphenyl). Run in C(C)O (ethanol). Product: BrC=1C=C(C=CC1OCC(CC)C)C1=CC=C(C=C1)O (3'-bromo-4'-(2-methylbutyloxy)-4-hydroxybiphenyl). As a reaction SMILES: [Br:1][C:2]1[CH:3]=[C:4]([C:14]2[CH:19]=[CH:18][C:17](S(C3C=CC(C)=CC=3)(=O)=O)=[CH:16][CH:15]=2)[CH:5]=[CH:6][C:7]=1[O:8][CH2:9][CH:10]([CH3:13])[CH2:11][CH3:12].[OH-:30].[Na+]>C(O)C>[Br:1][C:2]1[CH:3]=[C:4]([C:14]2[CH:19]=[CH:18][C:17]([OH:30])=[CH:16][CH:15]=2)[CH:5]=[CH:6][C:7]=1[O:8][CH2:9][CH:10]([CH3:13])[CH2:11][CH3:12] |f:1.2|. Reported procedure: A mixture of 3'-bromo-4'-(2-methylbutyloxy)-4-p-toluenesulfonylbiphenyl (40 g) prepared in the above step (iii), a 50% aqueous solution (20 g) of NaOH and ethanol (350 ml) was heated under reflux for 4 hours, followed by distilling off ethanol, adding toluene, further adding 6N hydrochloric acid, separating the resulting liquid layer, washing with water to make the solution neutral, drying and distilling off toluene to obtain a raw product of oily 3'-bromo-4'-(2-methylbutyloxy)-4-hydroxybiphenyl... RXN SMILES: [CH3:1][NH:2][C:3](=[O:28])[C:4]1[CH:9]=[CH:8][C:7]([C@H:10]([C:21]2[CH:26]=[CH:25][CH:24]=[CH:23][C:22]=2[CH3:27])[CH2:11][C:12]([C:14]2[CH:19]=[CH:18][N:17]=[C:16]([CH3:20])[CH:15]=2)=O)=[CH:6][CH:5]=1.Cl.[NH2:30][OH:31].C(=O)([O-])O.[Na+]>>[OH:31]/[N:30]=[C:12](/[C:14]1[CH:19]=[CH:18][N:17]=[C:16]([CH3:20])[CH:15]=1)\[CH2:11][C@H:10]([C:7]1[CH:8]=[CH:9][C:4]([C:3]([NH:2][CH3:1])=[O:28])=[CH:5][CH:6]=1)[C:21]1[CH:26]=[CH:25][CH:24]=[CH:23][C:22]=1[CH3:27] |f:1.2,3.4|. Product: O\N=C(/C[C@@H](C1=C(C=CC=C1)C)C1=CC=C(C(=O)NC)C=C1)\C1=CC(=NC=C1)C (4-[(R)-3-[(E)-Hydroxyimino]-3-(2-methyl-pyridin-4-yl)-1-o-tolyl-propyl]-N-methyl-benzamide). The reactants are CNC(C1=CC=C(C=C1)[C@@H](CC(=O)C1=CC(=NC=C1)C)C1=C(C=CC=C1)C)=O (N-methyl-4-[(R)-3-(2-methyl-pyridin-4-yl)-3-oxo-1-o-tolyl-propyl]-benzamide), Cl.NO (hydroxylamine hydrochloride), C(O)([O-])=O.[Na+] (sodium hydrogencarbonate). Reported procedure: In analogy to example 132, step 6, from N-methyl-4-[(R)-3-(2-methyl-pyridin-4-yl)-3-oxo-1-o-tolyl-propyl]-benzamide and hydroxylamine hydrochloride in the presence of sodium hydrogencarbonate was prepared the title compound as a colourless oil, MS (ESI+): m/z=388.2 ([M+H]+). The reactants are COC(=O)c1ccc(CN2C(=O)N(c3cccc(C(F)(F)F)c3)C(C)=C(C(=O)C3CC3)C2c2ccc(C#N)cc2)o1, CO, Cl, [Li+], C1CCOC1, [OH-], O. Product: CC1=C(C(=O)C2CC2)C(c2ccc(C#N)cc2)N(Cc2ccc(C(=O)O)o2)C(=O)N1c1cccc(C(F)(F)F)c1. Reaction SMILES: [C:1](#[N:2])[c:3]1[cH:4][cH:5][c:6]([CH:9]2[C:10]([C:37](=[O:38])[CH:39]3[CH2:40][CH2:41]3)=[C:11]([CH3:36])[N:12]([c:26]3[cH:27][c:28]([C:32]([F:33])([F:34])[F:35])[cH:29][cH:30][cH:31]3)[C:13](=[O:25])[N:14]2[CH2:15][c:16]2[cH:17][cH:18][c:19]([C:21](=[O:22])[O:23][CH3:24])[o:20]2)[cH:7][cH:8]1.[CH3:45][OH:46].[ClH:44].[Li+:42].[O:47]1[CH2:48][CH2:49][CH2:50][CH2:51]1.[OH-:43].[OH2:52]>>[C:1](#[N:2])[c:3]1[cH:4][cH:5][c:6]([CH:9]2[C:10]([C:37](=[O:38])[CH:39]3[CH2:40][CH2:41]3)=[C:11]([CH3:36])[N:12]([c:26]3[cH:27][c:28]([C:32]([F:33])([F:34])[F:35])[cH:29][cH:30][cH:31]3)[C:13](=[O:25])[N:14]2[CH2:15][c:16]2[cH:17][cH:18][c:19]([C:21](=[O:22])[OH:23])[o:20]2)[cH:7][cH:8]1. Procedure details: In an analogous manner to that described in the first paragraph of Example 6, from 6-bromo-2,2-dimethyl-4-(2-pyridyl)-2H-1-benzopyran there was obtained 2-(6-bromo-2,2-dimethyl-2H-1-benzopyran-4-yl)pyridine N-oxide of melting point 146°-148° C. (from ethyl acetate). Reactants: C(C)(=O)OCC (ethyl acetate), BrC=1C=CC2=C(C(=CC(O2)(C)C)C2=NC=CC=C2)C1 (6-bromo-2,2-dimethyl-4-(2-pyridyl)-2H-1-benzopyran). As a reaction SMILES: [Br:1][C:2]1[CH:3]=[CH:4][C:5]2[O:10][C:9]([CH3:12])([CH3:11])[CH:8]=[C:7]([C:13]3[CH:18]=[CH:17][CH:16]=[CH:15][N:14]=3)[C:6]=2[CH:19]=1.C(OCC)(=[O:22])C>>[Br:1][C:2]1[CH:3]=[CH:4][C:5]2[O:10][C:9]([CH3:12])([CH3:11])[CH:8]=[C:7]([C:13]3[CH:18]=[CH:17][CH:16]=[CH:15][N+:14]=3[O-:22])[C:6]=2[CH:19]=1. The product is BrC=1C=CC2=C(C(=CC(O2)(C)C)C2=[N+](C=CC=C2)[O-])C1 (2-(6-bromo-2,2-dimethyl-2H-1-benzopyran-4-yl)pyridine N-oxide).